The task is: describe an organic reaction: reactants, conditions, products, and yield. This data is from the Open Reaction Database (ORD), a public repository of structured organic reaction records. RXN SMILES: C(OC(=O)[NH:10][C:11]([C:13]1[CH:18]=[CH:17][C:16]([CH2:19][NH:20][C:21](=[O:35])[CH:22]([C:26]2[C:31]([F:32])=[CH:30][CH:29]=[C:28]([OH:33])[C:27]=2[F:34])[O:23][CH2:24][CH3:25])=[CH:15][CH:14]=1)=[NH:12])C1C=CC=CC=1.[ClH:37]>CCO.[Pd]>[ClH:37].[C:11]([C:13]1[CH:14]=[CH:15][C:16]([CH2:19][NH:20][C:21](=[O:35])[CH:22]([C:26]2[C:31]([F:32])=[CH:30][CH:29]=[C:28]([OH:33])[C:27]=2[F:34])[O:23][CH2:24][CH3:25])=[CH:17][CH:18]=1)(=[NH:10])[NH2:12] |f:4.5|. Product: Cl.C(N)(=N)C1=CC=C(CNC(C(OCC)C2=C(C(=CC=C2F)O)F)=O)C=C1 ((RS)-N-(4-carbamimidoyl-benzyl)-2-(2,6-difluoro-3-hydroxy-phenyl)-2-ethoxy-acetamide hydrochloride). Procedure: (RS)-[(4-{[2-(2,6-Difluoro-3-hydroxy-phenyl)-2-ethoxy-acetylamino]-methyl}-phenyl)-imino-methyl]-carbamic acid benzyl ester (250 mg) was dissolved in EtOH (20 ml) and 0.9 N HCl in EtOH (5 ml) was added. After 10 min stirring 10% Pd/C (11 mg) was added and the mixture was hydrogenated 2 h at rt under 1 atm H2. Filtration, evaporation of the solvent and trituration with MeCN (4 ml) afforded the solid product that was washed with two portions of Et2O (5 ml). After drying on the vacuum at 50° C. 175... The yield is 87.0%. Run in CCO (EtOH), CCO (EtOH). Starting materials: C(C1=CC=CC=C1)OC(NC(=N)C1=CC=C(C=C1)CNC(C(OCC)C1=C(C(=CC=C1F)O)F)=O)=O ((RS)-[(4-{[2-(2,6-Difluoro-3-hydroxy-phenyl)-2-ethoxy-acetylamino]-methyl}-phenyl)-imino-methyl]-carbamic acid benzyl ester), Cl (HCl). Reagents/catalysts: [Pd] (Pd/C). Reaction conditions: time 2 hour. Reactants: CC(=O)NCC1CN(C(c2ccccc2)c2ccccc2)C1, CCO, Cl, [OH-], [OH-], [Pd+2]. Yields the product CC(=O)NCC1CNC1, Cl. RXN SMILES: [C:1]([CH3:2])(=[O:3])[NH:4][CH2:5][CH:6]1[CH2:7][N:8]([CH:10]([c:11]2[cH:12][cH:13][cH:14][cH:15][cH:16]2)[c:17]2[cH:18][cH:19][cH:20][cH:21][cH:22]2)[CH2:9]1.[CH3:27][CH2:28][OH:29].[ClH:23].[OH-:24].[OH-:25].[Pd+2:26]>>[C:1]([CH3:2])(=[O:3])[NH:4][CH2:5][CH:6]1[CH2:7][NH:8][CH2:9]1.[ClH:23]. The reactants are C1(=CC=C(C=C1)S(=O)(=O)OCCCN(C1=CC=CC=C1)C)C (3-(N-Methylanilino)propyl p-toluenesulfonate), [N+]=1(C(=CC=CC1)C)[O-] (2-picoline-N-oxide), Cl(=O)(=O)(=O)[O-].[Na+] (sodium perchlorate). Solvent: CO (methanol), O (water). Yields the product Cl(=O)(=O)(=O)[O-].CN(C1=CC=CC=C1)CCCO[N+]1=C(C=CC=C1)C (1-[3-(N-Methylanilino)propoxy]-2-picolinium perchlorate). Reaction SMILES: C1(C)C=CC(S([O:10][CH2:11][CH2:12][CH2:13][N:14]([CH3:21])[C:15]2[CH:20]=[CH:19][CH:18]=[CH:17][CH:16]=2)(=O)=O)=CC=1.[N+:23]1([O-])[C:24]([CH3:29])=[CH:25][CH:26]=[CH:27][CH:28]=1.[Cl:31]([O-:35])(=[O:34])(=[O:33])=[O:32].[Na+]>CO.O>[Cl:31]([O-:35])(=[O:34])(=[O:33])=[O:32].[CH3:21][N:14]([CH2:13][CH2:12][CH2:11][O:10][N+:23]1[CH:28]=[CH:27][CH:26]=[CH:25][C:24]=1[CH3:29])[C:15]1[CH:16]=[CH:17][CH:18]=[CH:19][CH:20]=1 |f:2.3,6.7|. Procedure: 3-(N-Methylanilino)propyl p-toluenesulfonate (21.2 g, 0.0665 mole) and 2-picoline-N-oxide (7.3 g, 0.0665 mole) were heated together on a steam bath for 1/2 hour. The mixture was allowed to cool, then dissolved in methanol (50 ml). A solution of sodium perchlorate (9.3 g, 0.076 mole) in water (12 ml) was added and the mixture chilled. The solid which separated was collected and washed with a little 90% methanol, then with ether. The yield was 14.3 g (60%), m.p. 111°-113° C. Reaction SMILES: [F:24][c:25]1[cH:26][cH:27][c:28]([CH2:29][N:30]=[C:31]=[O:32])[cH:33][cH:34]1.[O:35]1[CH2:36][CH2:37][CH2:38][CH2:39]1.[c:1]1([C:7]2([c:18]3[cH:19][cH:20][cH:21][cH:22][cH:23]3)[O:8][C:9](=[O:17])[N:10]3[CH:11]2[CH2:12][NH:13][CH2:14][CH2:15][CH2:16]3)[cH:2][cH:3][cH:4][cH:5][cH:6]1>>[c:1]1([C:7]2([c:18]3[cH:19][cH:20][cH:21][cH:22][cH:23]3)[O:8][C:9](=[O:17])[N:10]3[CH:11]2[CH2:12][N:13]([C:31]([NH:30][CH2:29][c:28]2[cH:27][cH:26][c:25]([F:24])[cH:34][cH:33]2)=[O:32])[CH2:14][CH2:15][CH2:16]3)[cH:2][cH:3][cH:4][cH:5][cH:6]1. The reactants are O=C=NCc1ccc(F)cc1, C1CCOC1, O=C1OC(c2ccccc2)(c2ccccc2)C2CNCCCN12. The product is O=C(NCc1ccc(F)cc1)N1CCCN2C(=O)OC(c3ccccc3)(c3ccccc3)C2C1. Reactants: COC(=O)C1CC(O[Si](C)(C)C(C)(C)C)CN1C(=O)OC(C)(C)C, C1CCOC1, C[Si](C)(C)[N-][Si](C)(C)C, CI, [Li+]. Yields the product COC(=O)C1(C)CC(O[Si](C)(C)C(C)(C)C)CN1C(=O)OC(C)(C)C. Reaction SMILES: [C:1]([CH3:2])([CH3:3])([CH3:4])[Si:5]([O:6][CH:7]1[CH2:8][CH:9]([C:19](=[O:20])[O:21][CH3:22])[N:10]([C:12](=[O:13])[O:14][C:15]([CH3:16])([CH3:17])[CH3:18])[CH2:11]1)([CH3:23])[CH3:24].[CH2:37]1[O:38][CH2:39][CH2:40][CH2:41]1.[CH3:25][Si:26]([N-:27][Si:28]([CH3:29])([CH3:30])[CH3:31])([CH3:32])[CH3:33].[I:35][CH3:36].[Li+:34]>>[C:1]([CH3:2])([CH3:3])([CH3:4])[Si:5]([O:6][CH:7]1[CH2:8][C:9]([C:19](=[O:20])[O:21][CH3:22])([CH3:25])[N:10]([C:12](=[O:13])[O:14][C:15]([CH3:16])([CH3:17])[CH3:18])[CH2:11]1)([CH3:23])[CH3:24]. Starting materials: C1CCOC1, COC(=O)c1cc(C#N)cc(OC)c1, [Li+], [OH-]. Yields the product COc1cc(C#N)cc(C(=O)O)c1. Reaction SMILES: [CH2:17]1[O:18][CH2:19][CH2:20][CH2:21]1.[CH3:1][O:2][C:3]([c:4]1[cH:5][c:6]([C:12]#[N:13])[cH:7][c:8]([O:10][CH3:11])[cH:9]1)=[O:14].[Li+:15].[OH-:16]>>[O:2]=[C:3]([c:4]1[cH:5][c:6]([C:12]#[N:13])[cH:7][c:8]([O:10][CH3:11])[cH:9]1)[OH:14]. Reactants: C1(=CC=CC=C1)SC1=CC=C(C=C1)C(C)=O (4'-(phenylthio)acetophenone), C[Si](C)(C)[N-][Si](C)(C)C.[Li+] (lithium bis(trimethylsilyl)amide), Cl[Si](C)(C)C (chlorotrimethylsilane), diethyl ester, C1(=CC=CC=C1)CCSC(C(=O)O)C(=O)O ([(2-phenylethyl)thio]propanedioic acid). Solvent: C1CCOC1 (THF). The product is OC1=C(C(OC(=C1)C1=CC=C(C=C1)SC1=CC=CC=C1)=O)SCCC1=CC=CC=C1 (4-Hydroxy-3-[(2-phenylethyl)thio]-6-[4-(phenylthio)phenyl]-2H-pyran-2-one). RXN SMILES: [C:1]1([S:7][C:8]2[CH:13]=[CH:12][C:11]([C:14](=[O:16])[CH3:15])=[CH:10][CH:9]=2)[CH:6]=[CH:5][CH:4]=[CH:3][CH:2]=1.C[Si]([N-][Si](C)(C)C)(C)C.[Li+].Cl[Si](C)(C)C.[C:32]1([CH2:38][CH2:39][S:40][CH:41]([C:45](O)=[O:46])[C:42](O)=[O:43])[CH:37]=[CH:36][CH:35]=[CH:34][CH:33]=1>C1COCC1>[OH:46][C:45]1[CH:15]=[C:14]([C:11]2[CH:12]=[CH:13][C:8]([S:7][C:1]3[CH:2]=[CH:3][CH:4]=[CH:5][CH:6]=3)=[CH:9][CH:10]=2)[O:16][C:42](=[O:43])[C:41]=1[S:40][CH2:39][CH2:38][C:32]1[CH:33]=[CH:34][CH:35]=[CH:36][CH:37]=1 |f:1.2|. Procedure details: The title compound was prepared by Method A using 4'-(phenylthio)acetophenone (1.15 g, 5.06 mmol), lithium bis(trimethylsilyl)amide (0.930 g, 5.56 mmol), chlorotrimethylsilane (0.705 mL, 5.56 mmol), THF (56 mL), and diethyl ester of [(2-phenylethyl)thio]propanedioic acid (1.00 g, 3.37 mmol). m.p. 120-121° C.; 1H NMR (400 MHz, DMSO-d6) δ2.76 (t, 2 H), 2.98 (t, 2 H), 6.72 (s, 1 H), 7.24 (m, 7 H), 7.45 (m, 5 H), 7.74 (d, 2 H). The reactants are C(CCCCCCCCC)NC(CCCOCCO)=O (N-decyl-4-(2-hydroxyethoxy)butyramide), C(C)(=O)OC(C)=O (acetic anhydride). The reagents and catalysts are C(C)(=O)[O-].[Na+] (sodium acetate). Solvent: O (water). Reaction conditions: temperature 100 celsius, time 3 hour. Yields the product C(CCCCCCCCC)NC(=O)CCCOCCOC(C)=O (2-[3-(DECYLCARBAMOYL)PROPYLOXY]ETHYLACETATE). As a reaction SMILES: [CH2:1]([NH:11][C:12](=[O:20])[CH2:13][CH2:14][CH2:15][O:16][CH2:17][CH2:18][OH:19])[CH2:2][CH2:3][CH2:4][CH2:5][CH2:6][CH2:7][CH2:8][CH2:9][CH3:10].[C:21](OC(=O)C)(=[O:23])[CH3:22]>C([O-])(=O)C.[Na+].O>[CH2:1]([NH:11][C:12]([CH2:13][CH2:14][CH2:15][O:16][CH2:17][CH2:18][O:19][C:21](=[O:23])[CH3:22])=[O:20])[CH2:2][CH2:3][CH2:4][CH2:5][CH2:6][CH2:7][CH2:8][CH2:9][CH3:10] |f:2.3|. Procedure: In a glass reaction vessel 17.7 grams (0.0616 mole) of N-decyl-4-(2-hydroxyethoxy)butyramide was admixed with 25.3 grams (0.25 mole) of acetic anhydride in the presence of 4 grams sodium acetate catalyst. This mixture was heated to 100° C. on a steam bath until a reaction was completed within a period of 3 hours. The mixture was then drowned in water, salted out and phase separated. The upper liquid phase was dried to 17.8 grams of liquid product having a refractive index η d25 =1.4586 and an IR... Reactants: CS(=O)(=O)Cl (Methanesulphonyl chloride), NC=1C=C2CC(CC2=CC1)N(C)CCC1=CC=C(C=C1)N (5-amino-2-[N-(4-aminophenethyl)-N-methylamino]indane). Run in N1=CC=CC=C1 (pyridine), C(Cl)Cl (methylene chloride). Conditions: time 17 hour. The product is CS(=O)(=O)NC=1C=C2CC(CC2=CC1)N(C)CCC1=CC=C(C=C1)NS(=O)(=O)C (5-Methanesulphonamido-2-[N-(4-methanesulphonamidophenethyl)-N-methylamino]indane). RXN SMILES: [CH3:1][S:2](Cl)(=[O:4])=[O:3].[NH2:6][C:7]1[CH:8]=[C:9]2[C:13](=[CH:14][CH:15]=1)[CH2:12][CH:11]([N:16]([CH2:18][CH2:19][C:20]1[CH:25]=[CH:24][C:23]([NH2:26])=[CH:22][CH:21]=1)[CH3:17])[CH2:10]2>N1C=CC=CC=1.C(Cl)Cl>[CH3:1][S:2]([NH:6][C:7]1[CH:8]=[C:9]2[C:13](=[CH:14][CH:15]=1)[CH2:12][CH:11]([N:16]([CH2:18][CH2:19][C:20]1[CH:21]=[CH:22][C:23]([NH:26][S:2]([CH3:1])(=[O:4])=[O:3])=[CH:24][CH:25]=1)[CH3:17])[CH2:10]2)(=[O:4])=[O:3]. Reported procedure: Methanesulphonyl chloride (0.155 ml) was added to a solution of 5-amino-2-[N-(4-aminophenethyl)-N-methylamino]indane (0.28 g) in pyridine (30 ml) and the reaction mixture was stirred at room temperature for 17 hours. The solvent was then removed by evaporation in vacuo to give a gum which was dissolved in methylene chloride, washed with aqueous sodium bicarbonate and brine, dried (MgSO4) and evaporated in vacuo. The residue was purified by column chromatography on silica eluting with methylene c...